From a dataset of the Open Reaction Database (ORD), a public repository of structured organic reaction records. describe an organic reaction: reactants, conditions, products, and yield The reactants are [N+](=O)(O)[O-] (nitric acid), C([O-])(O)=O.[Na+] (sodium bicarbonate), FC(S(=O)(=O)O)(F)F (trifluoromethanesulfonic acid), C1(=CC=CC=C1)C=1N=NC2=C([N+]1[O-])C1C(OC2(CC1)C)(C)C (3-phenyl-5,8-dihydro-6,6,8-trimethyl-5,8-ethano-6H-pyrano[4,3-e]-as-triazine-4-oxide). Run in C(Cl)Cl (methylene chloride), C(Cl)Cl (methylene chloride). Reaction conditions: time 72 hour. Product: O.[N+](=O)([O-])C=1C=C(C=CC1)C=1N=NC2=C([N+]1[O-])C1C(OC2(CC1)C)(C)C (3-(m-nitrophenyl)-5,8-dihydro-6,6,8-trimethyl-5,8-ethano-6H-pyrano[4,3-e]-as-triazine-4-oxide-monohydrate). RXN SMILES: [N+:1]([O-:4])(O)=[O:2].FC(F)(F)S(O)(=O)=O.[C:13]1([C:19]2[N:20]=[N:21][C:22]3[C:29]4([CH3:32])[CH2:30][CH2:31][CH:26]([C:27]([CH3:34])([CH3:33])[O:28]4)[C:23]=3[N+:24]=2[O-:25])[CH:18]=[CH:17][CH:16]=[CH:15][CH:14]=1.C(=O)(O)[O-].[Na+]>C(Cl)Cl>[OH2:2].[N+:1]([C:15]1[CH:14]=[C:13]([C:19]2[N:20]=[N:21][C:22]3[C:29]4([CH3:32])[CH2:30][CH2:31][CH:26]([C:27]([CH3:34])([CH3:33])[O:28]4)[C:23]=3[N+:24]=2[O-:25])[CH:18]=[CH:17][CH:16]=1)([O-:4])=[O:2] |f:3.4,6.7|. Reported procedure: To a mixture of 0.2 ml. (0.005 mole) fuming nitric acid and 1.5 g. (0.01 mole) trifluoromethanesulfonic acid in 15 ml. anhydrous methylene chloride maintained at a temperature of -30° C. there is added dropwise a solution of 0.60 g. (0.002 mole) 3-phenyl-5,8-dihydro-6,6,8-trimethyl-5,8-ethano-6H-pyrano[4,3-e]-as-triazine-4-oxide in 15 ml. methylene chloride, maintaining the temperature at -30° C. throughout the addition. The resulting mixture is allowed to stir at ambient temperature for 72 hour...